Dataset: the Open Reaction Database (ORD), a public repository of structured organic reaction records. Task: describe an organic reaction: reactants, conditions, products, and yield Reactants: CC(C)(C)OC(=O)NC1Cc2ccc(OS(=O)(=O)C(F)(F)F)cc2C1, CCO, Cc1ccccc1, Cc1ccc(C=CB(O)O)cc1, [Cl-], [Li+], [Na+], [Na+], O=C([O-])[O-], c1ccc(P(c2ccccc2)(c2ccccc2)[Pd](P(c2ccccc2)(c2ccccc2)c2ccccc2)(P(c2ccccc2)(c2ccccc2)c2ccccc2)P(c2ccccc2)(c2ccccc2)c2ccccc2)cc1. Yields the product Cc1ccc(C=Cc2ccc3c(c2)CC(NC(=O)OC(C)(C)C)C3)cc1. RXN SMILES: [C:1]([CH3:2])([CH3:3])([CH3:4])[O:5][C:6](=[O:7])[NH:8][CH:9]1[CH2:10][c:11]2[cH:12][cH:13][c:14]([O:18][S:19]([C:20]([F:21])([F:22])[F:23])(=[O:24])=[O:25])[cH:15][c:16]2[CH2:17]1.[CH3:123][CH2:124][OH:125].[CH3:126][c:127]1[cH:128][cH:129][cH:130][cH:131][cH:132]1.[CH3:26][c:27]1[cH:28][cH:29][c:30]([CH:33]=[CH:34][B:35]([OH:36])[OH:37])[cH:31][cH:32]1.[Cl-:45].[Li+:44].[Na+:38].[Na+:39].[O-:40][C:41](=[O:42])[O-:43].[cH:46]1[cH:47][cH:48][c:49]([P:50]([Pd:51]([P:52]([c:53]2[cH:54][cH:55][cH:56][cH:57][cH:58]2)([c:59]2[cH:60][cH:61][cH:62][cH:63][cH:64]2)[c:65]2[cH:66][cH:67][cH:68][cH:69][cH:70]2)([P:71]([c:72]2[cH:73][cH:74][cH:75][cH:76][cH:77]2)([c:78]2[cH:79][cH:80][cH:81][cH:82][cH:83]2)[c:84]2[cH:85][cH:86][cH:87][cH:88][cH:89]2)[P:90]([c:91]2[cH:92][cH:93][cH:94][cH:95][cH:96]2)([c:97]2[cH:98][cH:99][cH:100][cH:101][cH:102]2)[c:103]2[cH:104][cH:105][cH:106][cH:107][cH:108]2)([c:109]2[cH:110][cH:111][cH:112][cH:113][cH:114]2)[c:115]2[cH:116][cH:117][cH:118][cH:119][cH:120]2)[cH:121][cH:122]1>>[C:1]([CH3:2])([CH3:3])([CH3:4])[O:5][C:6](=[O:7])[NH:8][CH:9]1[CH2:10][c:11]2[cH:12][cH:13][c:14]([CH:34]=[CH:33][c:30]3[cH:29][cH:28][c:27]([CH3:26])[cH:32][cH:31]3)[cH:15][c:16]2[CH2:17]1.